This data is from the Open Reaction Database (ORD), a public repository of structured organic reaction records. The task is: describe an organic reaction: reactants, conditions, products, and yield The reactants are COC(C1=CC(=CC=C1)SC1=C(N(C2=CC(=CC=C12)Br)CC1=CC=CC=C1)C)=O (3-(1-Benzyl-6-bromo-2-methyl-1H-indol-3-ylsulfanyl)-benzoic acid methyl ester), C1(=CC=CC=C1)B(O)O (phenylboronic acid), C(=O)(O)[O-].[Na+] (NaHCO3). The reagents and catalysts are Cl[Pd]([P](C1=CC=CC=C1)(C2=CC=CC=C2)C3=CC=CC=C3)([P](C4=CC=CC=C4)(C5=CC=CC=C5)C6=CC=CC=C6)Cl (bis(triphenylphosphine)palladium(II) dichloride). Solvent: COCCOC.O (DME H2O). Reaction conditions: temperature 90 celsius. The product is COC(C1=CC(=CC=C1)SC1=C(N(C2=CC(=CC=C12)C1=CC=CC=C1)CC1=CC=CC=C1)C)=O (3-(1-Benzyl-2-methyl-6-phenyl-1H-indol-3-ylsulfanyl)-benzoic acid methyl ester). RXN SMILES: [CH3:1][O:2][C:3](=[O:29])[C:4]1[CH:9]=[CH:8][CH:7]=[C:6]([S:10][C:11]2[C:19]3[C:14](=[CH:15][C:16](Br)=[CH:17][CH:18]=3)[N:13]([CH2:21][C:22]3[CH:27]=[CH:26][CH:25]=[CH:24][CH:23]=3)[C:12]=2[CH3:28])[CH:5]=1.[C:30]1(B(O)O)[CH:35]=[CH:34][CH:33]=[CH:32][CH:31]=1.C([O-])(O)=O.[Na+]>COCCOC.O.Cl[Pd](Cl)([P](C1C=CC=CC=1)(C1C=CC=CC=1)C1C=CC=CC=1)[P](C1C=CC=CC=1)(C1C=CC=CC=1)C1C=CC=CC=1>[CH3:1][O:2][C:3](=[O:29])[C:4]1[CH:9]=[CH:8][CH:7]=[C:6]([S:10][C:11]2[C:19]3[C:14](=[CH:15][C:16]([C:30]4[CH:35]=[CH:34][CH:33]=[CH:32][CH:31]=4)=[CH:17][CH:18]=3)[N:13]([CH2:21][C:22]3[CH:27]=[CH:26][CH:25]=[CH:24][CH:23]=3)[C:12]=2[CH3:28])[CH:5]=1 |f:2.3,4.5,^1:53,72|. Procedure: 3-(1-Benzyl-6-bromo-2-methyl-1H-indol-3-ylsulfanyl)-benzoic acid methyl ester (0.080 g, 0.17 mmol), phenylboronic acid (0.042 g, 0.34 mmol), NaHCO3 (0.073 g, 0.85 mmol) and bis(triphenylphosphine)palladium(II) dichloride (0.012 g, 0.02 mmol) were suspended in DME:H2O (1:1, 3 mL) and the reaction vessel was purged with N2 (g). The reaction was heated to 90° C. and after two hours the mixture was submitted to aqueous workup then purified by silica gel chromatography (0-30% EtOAc in hexanes) to giv... Product: FC=1C=C(C=C(C1)I)S(=O)(=O)N (3-Fluoro-5-iodobenzenesulfonamide). Solvent: O (water), C(C)(=O)O (acetic acid), O (water), C(C)(=O)O (acetic acid). Conditions: temperature -5 celsius, time 10 minute. Procedure details: 3-Fluoro-5-iodoaniline (3.06 g) (WO 9623783) was added to a stirred mixture of concentrated hydrochloric acid (4 ml) and water (4 ml). Glacial acetic acid (8 ml) was added and the reaction mixture cooled to −5° C. A solution of sodium nitrite (0.99 g) in water (8 ml) was added dropwise maintaining the temperature between −5° C. and −2° C. After the addition was complete the reaction was stirred for 10 min. In the meantime glacial acetic acid (20 ml) was saturated with sulfur dioxide gas for 0.25... Starting materials: N(=O)[O-].[Na+] (sodium nitrite), FC=1C=C(N)C=C(C1)I (3-Fluoro-5-iodoaniline), Cl (hydrochloric acid), diazonium salt, S(=O)=O (sulfur dioxide), ice. Reagents/catalysts: [Cu]Cl (copper(I) chloride). Reaction SMILES: [F:1][C:2]1[CH:3]=[C:4]([CH:6]=[C:7]([I:9])[CH:8]=1)N.Cl.[N:11]([O-])=O.[Na+].[S:15](=[O:17])=[O:16]>O.[Cu]Cl.C(O)(=O)C>[F:1][C:2]1[CH:3]=[C:4]([S:15]([NH2:11])(=[O:17])=[O:16])[CH:6]=[C:7]([I:9])[CH:8]=1 |f:2.3|. Reactants: FCC(C#N)(CCCCO)N1C(C=2C(C1=O)=CC=CC2)=O (2-fluoromethyl-2-phthalimido-6-hydroxyhexanenitrile), N1=CC=CC=C1 (pyridine), CS(=O)(=O)Cl (methanesulfonyl chloride). Solvent: ClCCl (dichloromethane), ClCCl (dichloromethane). Conditions: time 8 hour. Yields the product FCC(C#N)(CCCCOS(=O)(=O)C)N1C(C=2C(C1=O)=CC=CC2)=O (2-fluoromethyl-2-phthalimido-6-methanesulfonyloxyhexanenitrile). Yield: 94.9%. RXN SMILES: [F:1][CH2:2][C:3]([N:11]1[C:15](=[O:16])[C:14]2=[CH:17][CH:18]=[CH:19][CH:20]=[C:13]2[C:12]1=[O:21])([CH2:6][CH2:7][CH2:8][CH2:9][OH:10])[C:4]#[N:5].N1C=CC=CC=1.[CH3:28][S:29](Cl)(=[O:31])=[O:30]>ClCCl>[F:1][CH2:2][C:3]([N:11]1[C:12](=[O:21])[C:13]2=[CH:20][CH:19]=[CH:18][CH:17]=[C:14]2[C:15]1=[O:16])([CH2:6][CH2:7][CH2:8][CH2:9][O:10][S:29]([CH3:28])(=[O:31])=[O:30])[C:4]#[N:5]. Procedure details: A solution of 2-fluoromethyl-2-phthalimido-6-hydroxyhexanenitrile (9.0 g, 31 mmol) and pyridine (60 ml) in dry dichloromethane (150 ml) is cooled in an ice bath, and methanesulfonyl chloride (3.6 g, 31 mmol), diluted with a small amount of dichloromethane, is added slowly with efficient stirring. Stirring is continued at room temperature overnight. The reaction mixture is washed with 2N HCl and dried. Evaporation of solvent gives 2-fluoromethyl-2-phthalimido-6-methanesulfonyloxyhexanenitrile as ... Reactants: CO[Si](C)(C)C (Methoxytrimethylsilane), FC1=CC=C(C=C1)C=1OC=C(N1)C=O (2-(4-fluorophenyl)oxazole-4-carbaldehyde), C(Cl)Cl (CH2Cl2). The reagents and catalysts are FC(S(=O)(=O)O[Si](C)(C)C)(F)F (trimethylsilyl trifluoromethanesulfonate). Reaction conditions: time 24 hour. Product: COC(C=1N=C(OC1)C1=CC=C(C=C1)F)OC (4-(dimethoxymethyl)-2-(4-fluorophenyl)oxazole). Reaction SMILES: [CH3:1][O:2][Si](C)(C)C.[F:7][C:8]1[CH:13]=[CH:12][C:11]([C:14]2[O:15][CH:16]=[C:17]([CH:19]=[O:20])[N:18]=2)=[CH:10][CH:9]=1.[CH2:21](Cl)Cl>FC(F)(F)S(O[Si](C)(C)C)(=O)=O>[CH3:21][O:20][CH:19]([O:2][CH3:1])[C:17]1[N:18]=[C:14]([C:11]2[CH:10]=[CH:9][C:8]([F:7])=[CH:13][CH:12]=2)[O:15][CH:16]=1. Procedure details: Methoxytrimethylsilane (545 mg, 5.23 mmol) and trimethylsilyl trifluoromethanesulfonate (30 mg, 0.13 mmol) were added to a solution of 2-(4-fluorophenyl)oxazole-4-carbaldehyde (500 mg, 2.62 mmol) in dry CH2Cl2 (2 mL) at −78° C. The reaction mixture was allowed to warm up to room temperature and stirred for 24 h, quenched with saturated aqueous NaHCO3 solution, and the crude product was extracted with EtOAc. The organic layer was washed with 10% NaHCO3 solution, water and brine and dried over anh...